From a dataset of the Open Reaction Database (ORD), a public repository of structured organic reaction records. describe an organic reaction: reactants, conditions, products, and yield Isolated yield 104.4%. Starting materials: C(C)(=O)NC(C(=O)OCC)C(=O)OCC (diethyl acetamidomalonate), [H-].[Na+] (sodium hydride), FC1=CC=C(C=C1)C(C1=CC=C(C=C1)F)(Cl)Cl (Bis(4-fluorophenyl)methylene chloride), [I-].[K+] (potassium iodide). Product: C(C)(=O)NC(C(=O)O)C(C1=CC=C(C=C1)F)C1=CC=C(C=C1)F (2-acetylamino-3,3-bis(4-fluorophenyl)propanoic acid). Reported procedure: To a solution of diethyl acetamidomalonate (22.79 g, 105.4 mmol) in N-methyl-2-pyrrolidone (84 mL) was added 55% sodium hydride (4.58 g, 105.2 mmol), and the mixture was stirred at room temperature for 1 hr. Bis(4-fluorophenyl)methylene chloride (16.5 mL, 84.7 mmol) and potassium iodide (13.95 g, 84.0 mmol) were added, and the mixture was stirred at 50° C. for 5 hrs. After completion of the reaction, toluene (200 mL) and water (100 mL) were added to the reaction mixture, and the mixture was part... RXN SMILES: [C:1]([NH:4][CH:5](C(OCC)=O)[C:6]([O:8]CC)=[O:7])(=[O:3])[CH3:2].[H-].[Na+].[F:18][C:19]1[CH:24]=[CH:23][C:22]([C:25](Cl)(Cl)[C:26]2[CH:31]=[CH:30][C:29]([F:32])=[CH:28][CH:27]=2)=[CH:21][CH:20]=1.[I-].[K+]>CN1CCCC1=O.O.C1(C)C=CC=CC=1>[C:1]([NH:4][CH:5]([CH:25]([C:26]1[CH:31]=[CH:30][C:29]([F:32])=[CH:28][CH:27]=1)[C:22]1[CH:23]=[CH:24][C:19]([F:18])=[CH:20][CH:21]=1)[C:6]([OH:8])=[O:7])(=[O:3])[CH3:2] |f:1.2,4.5|. Conditions: time 1 hour. Solvent: O (water), C1(=CC=CC=C1)C (toluene), CN1C(CCC1)=O (N-methyl-2-pyrrolidone). Procedure details: In the manner given in Example 27, 2',5-dichloro-2-[3-[(diisopropylamino)methyl]-5-(phthalimidomethyl)-4H-1,2,4-triazol-4-yl]benzophenone is heated in ethanol with hydrazine hydrate to give 8-chloro-1-[(diisopropylamino)-methyl]-6-(o-chlorophenyl)-4H-s-triazolo[4,3-a][1,4]benzodiazepine. The reactants are O.NN (hydrazine hydrate), ClC1=C(C=CC=C1)C(C1=C(C=CC(=C1)Cl)N1C(=NN=C1CN1C(C=2C(C1=O)=CC=CC2)=O)CN(C(C)C)C(C)C)=O (2',5-dichloro-2-[3-[(diisopropylamino)methyl]-5-(phthalimidomethyl)-4H-1,2,4-triazol-4-yl]benzophenone). RXN SMILES: [Cl:1][C:2]1[CH:7]=[CH:6][CH:5]=[CH:4][C:3]=1[C:8](=O)[C:9]1[CH:14]=[C:13]([Cl:15])[CH:12]=[CH:11][C:10]=1[N:16]1[C:20]([CH2:21][N:22]2C(=O)C3=CC=CC=C3C2=O)=NN=[C:17]1[CH2:33][N:34]([CH:38]([CH3:40])[CH3:39])[CH:35]([CH3:37])[CH3:36].O.[NH2:43][NH2:44]>C(O)C>[Cl:15][C:13]1[CH:12]=[CH:11][C:10]2[N:16]3[C:17]([CH2:33][N:34]([CH:38]([CH3:40])[CH3:39])[CH:35]([CH3:37])[CH3:36])=[N:43][N:44]=[C:20]3[CH2:21][N:22]=[C:8]([C:3]3[CH:4]=[CH:5][CH:6]=[CH:7][C:2]=3[Cl:1])[C:9]=2[CH:14]=1 |f:1.2|. Run in C(C)O (ethanol). The product is ClC=1C=CC2=C(C(=NCC=3N2C(=NN3)CN(C(C)C)C(C)C)C3=C(C=CC=C3)Cl)C1 (8-chloro-1-[(diisopropylamino)-methyl]-6-(o-chlorophenyl)-4H-s-triazolo[4,3-a][1,4]benzodiazepine). Reactants: C(CCC)[N+](CCCC)(CCCC)CCCC.P(=O)(O)(O)OC[C@H]1O[C@H](C[C@@H]1OP(=O)(O)OC[C@H]1O[C@H]([C@@H]([C@@H]1O)O)N1C2=NC=NC(=C2N=C1)N)N1C(N=C(C=C1)N)=O (((2R,3S,5R)-5-(4-Amino-2-oxopyrimidin-1(2H)-yl)-3-(((((2R,3S,4R,5R)-5-(6-amino-9H-purin-9-yl)-3,4-dihydroxytetrahydrofuran-2-yl)methoxy)(hydroxy)phosphoryl)oxy)tetrahydrofuran-2-yl)methyl dihydrogenphosphate tetrabutylammonium salt), C(CCC)[N+](CCCC)(CCCC)CCCC.P(=O)(O)(O)OC[C@H]1O[C@H](C[C@@H]1OP(=O)(O)OC[C@H]1O[C@H]([C@@H]([C@@H]1O)O)N1C2=NC=NC(=C2N=C1)N)N1C(N=C(C=C1)N)=O (((2R,3S,5R)-5-(4-Amino-2-oxopyrimidin-1(2H)-yl)-3-(((((2R,3S,4R,5R)-5-(6-amino-9H-purin-9-yl)-3,4-dihydroxytetrahydrofuran-2-yl)methoxy)(hydroxy)phosphoryl)oxy)tetrahydrofuran-2-yl)methyl dihydrogenphosphate tetrabutylammonium salt), N(=[N+]=[N-])CC(C[C@@H](C(=O)OCC#N)NC(=O)OC(C)(C)C)SSC(C)C ((2S)-cyanomethyl 5-azido-2-(tert-butoxycarbonylamino)-4-(isopropyldisulfanyl)pentanoate), N(=[N+]=[N-])CC(C[C@@H](C(=O)OCC#N)NC(=O)OC(C)(C)C)SSC(C)C ((2S)-cyanomethyl 5-azido-2-(tert-butoxycarbonylamino)-4-(isopropyldisulfanyl)pentanoate). Solvent: O (water), O1CCCC1 (tetrahydrofuran). Run at time 55 minute. Yields the product N(=[N+]=[N-])CC(C[C@H](C(=O)O[C@@H]1[C@@H](O[C@H]([C@@H]1O)N1C2=NC=NC(=C2N=C1)N)COP(=O)(O)O[C@@H]1[C@H](O[C@H](C1)N1C(N=C(C=C1)N)=O)COP(=O)(O)O)NC(=O)OC(C)(C)C)SSC(C)C ((2S)-(2R,3S,4R,5R)-2-((((((2R,3S,5R)-5-(4-amino-2-oxopyrimidine-1(2H)-yl)-2-((phosphonooxy)methyl)tetrahydrofuran-3-yl)oxy)(hydroxy)phosphoryl)oxy)methyl)-5-(6-amino-9H-purin-9-yl)-4-hydroxytetrahydrofuran-3-yl 5-azido-2-((tert-butoxycarbonyl)amino)-4-(isopropyldisulfanyl)pentanoate). The yield is 40.8%. RXN SMILES: C([N+](CCCC)(CCCC)CCCC)CCC.[P:18]([O:22][CH2:23][C@@H:24]1[C@@H:28]([O:29][P:30]([O:33][CH2:34][C@@H:35]2[C@@H:39]([OH:40])[C@@H:38]([OH:41])[C@H:37]([N:42]3[CH:50]=[N:49][C:48]4[C:43]3=[N:44][CH:45]=[N:46][C:47]=4[NH2:51])[O:36]2)([OH:32])=[O:31])[CH2:27][C@H:26]([N:52]2[CH:57]=[CH:56][C:55]([NH2:58])=[N:54][C:53]2=[O:59])[O:25]1)([OH:21])([OH:20])=[O:19].[N:60]([CH2:63][CH:64]([S:81][S:82][CH:83]([CH3:85])[CH3:84])[CH2:65][C@H:66]([NH:73][C:74]([O:76][C:77]([CH3:80])([CH3:79])[CH3:78])=[O:75])[C:67](OCC#N)=[O:68])=[N+:61]=[N-:62]>O.O1CCCC1>[N:60]([CH2:63][CH:64]([S:81][S:82][CH:83]([CH3:85])[CH3:84])[CH2:65][C@@H:66]([NH:73][C:74]([O:76][C:77]([CH3:78])([CH3:79])[CH3:80])=[O:75])[C:67]([O:40][C@H:39]1[C@@H:38]([OH:41])[C@H:37]([N:42]2[CH:50]=[N:49][C:48]3[C:43]2=[N:44][CH:45]=[N:46][C:47]=3[NH2:51])[O:36][C@H:35]1[CH2:34][O:33][P:30]([O:29][C@H:28]1[CH2:27][C@H:26]([N:52]2[CH:57]=[CH:56][C:55]([NH2:58])=[N:54][C:53]2=[O:59])[O:25][C@@H:24]1[CH2:23][O:22][P:18]([OH:21])([OH:20])=[O:19])([OH:32])=[O:31])=[O:68])=[N+:61]=[N-:62] |f:0.1|. Procedure details: A solution of ((2R,3S,5R)-5-(4-amino-2-oxopyrimidin-1(2H)-yl)-3-(((((2R,3S,4R,5R)-5-(6-amino-9H-purin-9-yl)-3,4-dihydroxytetrahydrofuran-2-yl)methoxy) (hydroxy)phosphoryl)oxy)tetrahydrofuran-2-yl)methyl dihydrogenphosphate (Compound 1h, 43.6 mg, 0.069 mmol) in water (0.3 mL) and a solution of (2S)-cyanomethyl 5-azido-2-((tert-butoxycarbonyl)amino)-4-(isopropyldisulfanyl)pentanoate (Compound 45) (83 mg, 0.206 mmol) in tetrahydrofuran (0.2 mL) were added to buffer A (12 mL), and the mixture was st...